describe an organic reaction: reactants, conditions, products, and yield From a dataset of the Open Reaction Database (ORD), a public repository of structured organic reaction records. Starting materials: CC(C)(C)OC(=O)N1CCC(CN)CC1, CC(=O)O[BH-](OC(C)=O)OC(C)=O, CC(Cl)Cl, O=C1CCc2ccc([N+](=O)[O-])cc2C1, [Na+]. Product: CC(C)(C)OC(=O)N1CCC(CNC2CCc3ccc([N+](=O)[O-])cc3C2)CC1. As a reaction SMILES: [C:15]([CH3:16])([CH3:17])([CH3:18])[O:19][C:20](=[O:21])[N:22]1[CH2:23][CH2:24][CH:25]([CH2:28][NH2:29])[CH2:26][CH2:27]1.[C:30]([O:31][BH-:32]([O:33][C:34](=[O:35])[CH3:36])[O:37][C:38](=[O:39])[CH3:40])(=[O:41])[CH3:42].[Cl:44][CH:45]([Cl:46])[CH3:47].[N+:1](=[O:2])([O-:3])[c:4]1[cH:5][cH:6][c:7]2[c:12]([cH:13]1)[CH2:11][C:10](=[O:14])[CH2:9][CH2:8]2.[Na+:43]>>[N+:1](=[O:2])([O-:3])[c:4]1[cH:5][cH:6][c:7]2[c:12]([cH:13]1)[CH2:11][CH:10]([NH:29][CH2:28][CH:25]1[CH2:24][CH2:23][N:22]([C:20]([O:19][C:15]([CH3:16])([CH3:17])[CH3:18])=[O:21])[CH2:27][CH2:26]1)[CH2:9][CH2:8]2. The reactants are CC#N, CCO, CCOCC, CCOC(C)=O, [K+], CN1CCN(CCCN(C)C(=O)Nc2cc(Oc3ccc(N)cc3F)ccn2)CC1, [Na+], O=C([O-])O, N#C[S-], O=C(Cl)Cc1ccccc1, O=C(Cc1ccccc1)N=C=S. Product: CN1CCN(CCCN(C)C(=O)Nc2cc(Oc3ccc(NC(=S)NC(=O)Cc4ccccc4)cc3F)ccn2)CC1. RXN SMILES: [CH3:62][C:63]#[N:64].[CH3:65][CH2:66][OH:67].[CH3:68][CH2:69][O:70][CH2:71][CH3:72].[CH3:73][CH2:74][O:75][C:76](=[O:77])[CH3:78].[K+:11].[NH2:20][c:21]1[cH:22][c:23]([F:49])[c:24]([O:25][c:26]2[cH:27][c:28]([NH:32][C:33]([N:34]([CH2:35][CH2:36][CH2:37][N:38]3[CH2:39][CH2:40][N:41]([CH3:44])[CH2:42][CH2:43]3)[CH3:45])=[O:46])[n:29][cH:30][cH:31]2)[cH:47][cH:48]1.[Na+:15].[OH:16][C:17](=[O:18])[O-:19].[S-:12][C:13]#[N:14].[c:1]1([CH2:2][C:3]([Cl:4])=[O:5])[cH:6][cH:7][cH:8][cH:9][cH:10]1.[c:50]1([CH2:56][C:57](=[O:58])[N:59]=[C:60]=[S:61])[cH:51][cH:52][cH:53][cH:54][cH:55]1>>[NH:20]([c:21]1[cH:22][c:23]([F:49])[c:24]([O:25][c:26]2[cH:27][c:28]([NH:32][C:33]([N:34]([CH2:35][CH2:36][CH2:37][N:38]3[CH2:39][CH2:40][N:41]([CH3:44])[CH2:42][CH2:43]3)[CH3:45])=[O:46])[n:29][cH:30][cH:31]2)[cH:47][cH:48]1)[C:60]([NH:59][C:57]([CH2:56][c:50]1[cH:51][cH:52][cH:53][cH:54][cH:55]1)=[O:58])=[S:61]. Starting materials: ClCCC(CC=C)(O)C1=CC=CC=C1 (1-chloro-3-phenyl-hex-5-en-3-ol), C(CC1=CC=CC=C1)N (phenethylamine), C(=O)([O-])[O-].[K+].[K+] (K2CO3). Solvent: CC#N (CH3CN). Yields the product C(CC1=CC=CC=C1)NCCC(CC=C)(O)C1=CC=CC=C1 (1-phenethylamino-3-phenyl-hex-5-en-3-ol). Yield: 45.5%. As a reaction SMILES: Cl[CH2:2][CH2:3][C:4]([C:9]1[CH:14]=[CH:13][CH:12]=[CH:11][CH:10]=1)([OH:8])[CH2:5][CH:6]=[CH2:7].[CH2:15]([NH2:23])[CH2:16][C:17]1[CH:22]=[CH:21][CH:20]=[CH:19][CH:18]=1.C([O-])([O-])=O.[K+].[K+]>CC#N>[CH2:15]([NH:23][CH2:2][CH2:3][C:4]([C:9]1[CH:14]=[CH:13][CH:12]=[CH:11][CH:10]=1)([OH:8])[CH2:5][CH:6]=[CH2:7])[CH2:16][C:17]1[CH:22]=[CH:21][CH:20]=[CH:19][CH:18]=1 |f:2.3.4|. Procedure details: A mixture of 1-chloro-3-phenyl-hex-5-en-3-ol (500 mg, 2.38 mmol), phenethylamine (348 mg, 2.862.24 mmol), and K2CO3 (643 mg, 4.76 mmol) in anhydrous CH3CN (10 mL) were stirred at rt under N2. Then the solution was refluxing at 80-90° C. overnight. The solid was filtered, and the filtrate was condensed under reduced pressure to give the residue, which was purified by preparative TLC to afford 1-phenethylamino-3-phenyl-hex-5-en-3-ol (320 mg, 45%). 1H NMR (CDCl3): 2.07-2.15 (m, 1H), 2.28-2.39 (m, 1... Starting materials: [N+](=O)([O-])C=1C=C2CCCN3C2=C(C1)C1=C3CCCCC1 (2-nitro-5,6,9,10,11,12-hexahydro-4H,8H-cyclohepta[4,5]pyrrolo[3,2,1-ij]quinoline). Reagents/catalysts: [Pd] (palladium on carbon). The solvent is C(C)O (ethanol). Run at time 48 hour. Product: C1=C(C=C2CCCN3C2=C1C1=C3CCCCC1)N (5,6,9,10,11,12-hexahydro-4H,8H-cyclohepta[4,5]pyrrolo[3,2,1-ij]quinolin-2-amine). Yield: 10.2%. RXN SMILES: [N+:1]([C:4]1[CH:5]=[C:6]2[C:11]3=[C:12]([C:14]4[CH2:20][CH2:19][CH2:18][CH2:17][CH2:16][C:15]=4[N:10]3[CH2:9][CH2:8][CH2:7]2)[CH:13]=1)([O-])=O>[Pd].C(O)C>[CH:13]1[C:12]2[C:14]3[CH2:20][CH2:19][CH2:18][CH2:17][CH2:16][C:15]=3[N:10]3[C:11]=2[C:6]([CH2:7][CH2:8][CH2:9]3)=[CH:5][C:4]=1[NH2:1]. Reported procedure: A mixture of 2-nitro-5,6,9,10,11,12-hexahydro-4H,8H-cyclohepta[4,5]pyrrolo[3,2,1-ij]quinoline (0.30 g, 11 mmol) and 5% palladium on carbon (0.10 g) in ethanol (35 mL) was shaken on a Parr hydrogenator under an atmosphere of hydrogen (45 PSI) for 48 h. The reaction mixture was filtered through Celite® and the filter bed was washed with ethanol. The filtrate was concentrated to provide 0.27 g of 5,6,9,10,11,12-hexahydro-4H,8H-cyclohepta[4,5]pyrrolo[3,2,1-ij]quinolin-2-amine. Starting materials: C(=O)=O.CC(=O)C (dry ice acetone), [NH4+].[Cl-] (NH4Cl), NC=1SC2=C(N=C(N=C2N[C@@H](CO)CC(C)C)SCC2=CC=CC=C2)N1 ((R)-2-(2-amino-5-phenylmethylthio-thiazolo[4,5-d]pyrimidin-7-ylamino)-4-methyl-pentan-1-ol), [Na] (sodium). Solvent: N (ammonia). Reaction conditions: time 25 second. Yields the product NC=1SC2=C(N=C(N=C2N[C@@H](CO)CC(C)C)S)N1 ((R)-2-[2-Amino-5-mercapto-thiazolo[4,5-d]pyrimidin-7-ylamino]-4-methyl-pentan-1-ol). Isolated yield 93.0%. RXN SMILES: C(=O)=O.CC(C)=O.[NH2:8][C:9]1[S:10][C:11]2[C:16]([NH:17][C@H:18]([CH2:21][CH:22]([CH3:24])[CH3:23])[CH2:19][OH:20])=[N:15][C:14]([S:25]CC3C=CC=CC=3)=[N:13][C:12]=2[N:33]=1.[Na].[NH4+].[Cl-]>N>[NH2:8][C:9]1[S:10][C:11]2[C:16]([NH:17][C@H:18]([CH2:21][CH:22]([CH3:23])[CH3:24])[CH2:19][OH:20])=[N:15][C:14]([SH:25])=[N:13][C:12]=2[N:33]=1 |f:0.1,4.5,^1:33|. Procedure: Liquid ammonia (140 mL) was condensed into a 250 mL flask (dry ice/acetone cooling) is and (R)-2-(2-amino-5-phenylmethylthio-thiazolo[4,5-d]pyrimidin-7-ylamino)-4-methyl-pentan-1-ol (WO 00/09511) (2.77 g, 7.11 mmol) was added in three portions. To the clear yellow solution was added an excess of sodium metal in small pieces, until a blue colour persisted. When the blue colour had remained for 25 seconds, solid NH4Cl was added to quench the reaction. The NH3 solvent was removed (N2), and the rema... The reactants are O=C([O-])[O-], C=O, C1CCOC1, CO, Cl, O=C(Nc1ccc(F)cc1)c1cccnc1Nc1ccc(Oc2ccnc3cc(C4CCNCC4)sc23)c(F)c1, [Na+], [Na+], O. The product is CN1CCC(c2cc3nccc(Oc4ccc(Nc5ncccc5C(=O)Nc5ccc(F)cc5)cc4F)c3s2)CC1. RXN SMILES: [C:44](=[O:45])([O-:46])[O-:47].[CH2:41]=[O:42].[CH2:51]1[O:52][CH2:53][CH2:54][CH2:55]1.[CH3:56][OH:57].[ClH:43].[F:1][c:2]1[cH:3][c:4]([NH:24][c:25]2[c:26]([C:27](=[O:28])[NH:29][c:30]3[cH:31][cH:32][c:33]([F:36])[cH:34][cH:35]3)[cH:37][cH:38][cH:39][n:40]2)[cH:5][cH:6][c:7]1[O:8][c:9]1[c:10]2[c:11]([n:12][cH:13][cH:14]1)[cH:15][c:16]([CH:18]1[CH2:19][CH2:20][NH:21][CH2:22][CH2:23]1)[s:17]2.[Na+:48].[Na+:49].[OH2:50]>>[F:1][c:2]1[cH:3][c:4]([NH:24][c:25]2[c:26]([C:27](=[O:28])[NH:29][c:30]3[cH:31][cH:32][c:33]([F:36])[cH:34][cH:35]3)[cH:37][cH:38][cH:39][n:40]2)[cH:5][cH:6][c:7]1[O:8][c:9]1[c:10]2[c:11]([n:12][cH:13][cH:14]1)[cH:15][c:16]([CH:18]1[CH2:19][CH2:20][N:21]([CH3:44])[CH2:22][CH2:23]1)[s:17]2.